Dataset: the Open Reaction Database (ORD), a public repository of structured organic reaction records. Task: describe an organic reaction: reactants, conditions, products, and yield The reactants are ClC1=C(C=CC=C1F)C1CCN(CC1)C(=O)C1=NNC2=C1CN(CC2)C(=O)OC(C)(C)C (tert-butyl 3-(4-(2-chloro-3-fluorophenyl)piperidine-1-carbonyl)-6,7-dihydro-1Hpyrazolo[4,3-c]pyridine-5(4H)-carboxylate), Cl (HCl). Run in CCOCC (Et2O), C(Cl)Cl (CH2Cl2). Conditions: time 18 hour. Yields the product Cl.ClC1=C(C=CC=C1F)C1CCN(CC1)C(=O)C1=NNC2=C1CNCC2 ((4-(2-chloro-3-fluorophenyl)piperidin-1-yl)(4,5,6,7-tetrahydro-1H-pyrazolo[4,3-c]pyridin-3-yl)methanone hydrochloride). As a reaction SMILES: [Cl:1][C:2]1[C:7]([F:8])=[CH:6][CH:5]=[CH:4][C:3]=1[CH:9]1[CH2:14][CH2:13][N:12]([C:15]([C:17]2[C:21]3[CH2:22][N:23](C(OC(C)(C)C)=O)[CH2:24][CH2:25][C:20]=3[NH:19][N:18]=2)=[O:16])[CH2:11][CH2:10]1.Cl>C(Cl)Cl.CCOCC>[ClH:1].[Cl:1][C:2]1[C:7]([F:8])=[CH:6][CH:5]=[CH:4][C:3]=1[CH:9]1[CH2:10][CH2:11][N:12]([C:15]([C:17]2[C:21]3[CH2:22][NH:23][CH2:24][CH2:25][C:20]=3[NH:19][N:18]=2)=[O:16])[CH2:13][CH2:14]1 |f:4.5|. Procedure: To a solution of tert-butyl 3-(4-(2-chloro-3-fluorophenyl)piperidine-1-carbonyl)-6,7-dihydro-1H-pyrazolo[4,3-c]pyridine-5(4H)-carboxylate (41, 125 mg, 0.27 mmol) in CH2Cl2 (2 mL) was added HCl (2.0 N solution in Et2O, 2 mL). The mixture was stirred for 18 h at ambient temperature. The reaction mixture was diluted with Et2O (20 mL) and the resulting solids were collected by filtration to give (4-(2-chloro-3-fluorophenyl)piperidin-1-yl)(4,5,6,7-tetrahydro-1H-pyrazolo[4,3-c]pyridin-3-yl)methanone h...